describe an organic reaction: reactants, conditions, products, and yield From a dataset of the Open Reaction Database (ORD), a public repository of structured organic reaction records. Product: CC(C)(C)CCCNCc1ccc(Oc2ccc(C(N)=O)nc2)c(F)c1. The reactants are [BH4-], CC(C)(C)CCCN, CO, [Na+], NC(=O)c1ccc(Oc2ccc(C3OCCO3)cc2F)cn1. Reaction SMILES: [BH4-:31].[CH3:23][C:24]([CH2:25][CH2:26][CH2:27][NH2:28])([CH3:29])[CH3:30].[CH3:33][OH:34].[Na+:32].[O:1]1[CH:2]([c:6]2[cH:7][c:8]([F:22])[c:9]([O:10][c:11]3[cH:12][cH:13][c:14]([C:17](=[O:18])[NH2:19])[n:15][cH:16]3)[cH:20][cH:21]2)[O:5][CH2:4][CH2:3]1>>[CH2:2]([c:6]1[cH:7][c:8]([F:22])[c:9]([O:10][c:11]2[cH:12][cH:13][c:14]([C:17](=[O:18])[NH2:19])[n:15][cH:16]2)[cH:20][cH:21]1)[NH:28][CH2:27][CH2:26][CH2:25][C:24]([CH3:23])([CH3:29])[CH3:30]. Starting materials: CC(Br)C(=O)OC(C)(C)C, O=C([O-])[O-], COC(=O)c1sc(Br)c(Br)c1O, CCOC(C)=O, [K+], [K+], CN(C)C=O. The product is COC(=O)c1sc(Br)c(Br)c1OC(C)C(=O)OC(C)(C)C. RXN SMILES: [C:13]([CH3:14])([CH3:15])([CH3:16])[O:17][C:18]([CH:19]([CH3:20])[Br:21])=[O:22].[C:23](=[O:24])([O-:25])[O-:26].[CH3:1][O:2][C:3](=[O:4])[c:5]1[s:6][c:7]([Br:12])[c:8]([Br:11])[c:9]1[OH:10].[CH3:34][CH2:35][O:36][C:37](=[O:38])[CH3:39].[K+:27].[K+:28].[O:29]=[CH:30][N:31]([CH3:32])[CH3:33]>>[CH3:1][O:2][C:3](=[O:4])[c:5]1[s:6][c:7]([Br:12])[c:8]([Br:11])[c:9]1[O:10][CH:19]([C:18]([O:17][C:13]([CH3:14])([CH3:15])[CH3:16])=[O:22])[CH3:20]. Starting materials: CN(C(C=C)=O)C (N,N-dimethylacrylamide), C(CCC)OC(C=C)=O (Butylacrylate), COCCOC(C=C)=O (methoxyethylacrylate). Yields the product C(CCC)OC(C=C)=O.COCCOC(C=C)=O.CN(C(C=C)=O)C (butylacrylate methoxyethylacrylate N,N-dimethylacrylamide), final monomer. RXN SMILES: [CH2:1]([O:5][C:6](=[O:9])[CH:7]=[CH2:8])[CH2:2][CH2:3][CH3:4].[CH3:10][O:11][CH2:12][CH2:13][O:14][C:15](=[O:18])[CH:16]=[CH2:17].[CH3:19][N:20]([CH3:25])[C:21](=[O:24])[CH:22]=[CH2:23]>>[CH2:1]([O:5][C:6](=[O:9])[CH:7]=[CH2:8])[CH2:2][CH2:3][CH3:4].[CH3:10][O:11][CH2:12][CH2:13][O:14][C:15](=[O:18])[CH:16]=[CH2:17].[CH3:19][N:20]([CH3:25])[C:21](=[O:24])[CH:22]=[CH2:23] |f:3.4.5|. Procedure details: A 25:25:50 (weight percent) butylacrylate/methoxyethylacrylate/N,N-dimethylacrylamide copolymer is prepared as follows. Butylacrylate, methoxyethylacrylate, and N,N-dimethylacrylamide are weighed out (relative weight ratios of 25:25:50) and added to a three neck flask fitted with an argon sparge, mechanical stirrer and condenser. Toluene is then added to the flask to get a final monomer concentration of 20.0 weight percent. The reaction flask is placed in a 60° C. water bath and the reaction mix... Reactants: FC1=CC=C(C=C1)C=1N=CNC1 (4-(4-fluorophenyl)-1H-imidazole), [H-].[Na+] (sodium hydride), BrCCCCNC(C=1C(C(=O)N)=CC=CC1)=O (N-4-bromobutyl-phthalamide). The product is FC1=CC=C(C=C1)C=1N=CN(C1)CCCCN (4-(4-fluorophenyl)-1H-imidazol-1-butanamine). Yield: 81.8%. RXN SMILES: [F:1][C:2]1[CH:7]=[CH:6][C:5]([C:8]2[N:9]=[CH:10][NH:11][CH:12]=2)=[CH:4][CH:3]=1.[H-].[Na+].Br[CH2:16][CH2:17][CH2:18][CH2:19][NH:20]C(=O)C1C(=CC=CC=1)C(N)=O>>[F:1][C:2]1[CH:3]=[CH:4][C:5]([C:8]2[N:9]=[CH:10][N:11]([CH2:16][CH2:17][CH2:18][CH2:19][NH2:20])[CH:12]=2)=[CH:6][CH:7]=1 |f:1.2|. Reported procedure: Using the procedure of Stage A of Example 1, 10 g of the product of Stage A, 1.95 g of sodium hydride and 11.80 g of N-4-bromobutyl-phthalamide were reacted to obtain 7.53 g of the expected product melting at 138°-140° C.